Task: describe an organic reaction: reactants, conditions, products, and yield. Dataset: the Open Reaction Database (ORD), a public repository of structured organic reaction records The reactants are [H-].[Na+] (sodium hydride), NC1=C(C=C(C=N1)C1=CC=C(C=C1)C(=O)N1[C@H](CCC1)CN1CCCC1)O ([4-(6-amino-5-hydroxy-pyridin-3-yl)-phenyl]-[(2R)-2-pyrrolidin-1-ylmethyl-pyrrolidin-1-yl]-methanone), BrCC1=C(C=C(C=C1)F)C(F)(F)F (1-(Bromomethyl)-4-fluoro-2-(trifluoromethyl)benzene). The solvent is CCOC(=O)C (EtOAc), CN(C)C=O (DMF). Run at temperature 0 celsius, time 30 minute. Yields the product NC1=C(C=C(C=N1)C1=CC=C(C=C1)C(=O)N1[C@H](CCC1)CN1CCCC1)OCC1=C(C=C(C=C1)F)C(F)(F)F ({4-[6-amino-5-(4-fluoro-2-trifluoromethyl-benzyloxy)-pyridin-3-yl]-phenyl}-[(2R)-2-pyrrolidin-1-ylmethyl-pyrrolidin-1-yl]-methanone). Reaction SMILES: [NH2:1][C:2]1[N:7]=[CH:6][C:5]([C:8]2[CH:13]=[CH:12][C:11]([C:14]([N:16]3[CH2:20][CH2:19][CH2:18][C@@H:17]3[CH2:21][N:22]3[CH2:26][CH2:25][CH2:24][CH2:23]3)=[O:15])=[CH:10][CH:9]=2)=[CH:4][C:3]=1[OH:27].[H-].[Na+].Br[CH2:31][C:32]1[CH:37]=[CH:36][C:35]([F:38])=[CH:34][C:33]=1[C:39]([F:42])([F:41])[F:40]>CN(C=O)C.CCOC(C)=O>[NH2:1][C:2]1[N:7]=[CH:6][C:5]([C:8]2[CH:9]=[CH:10][C:11]([C:14]([N:16]3[CH2:20][CH2:19][CH2:18][C@@H:17]3[CH2:21][N:22]3[CH2:26][CH2:25][CH2:24][CH2:23]3)=[O:15])=[CH:12][CH:13]=2)=[CH:4][C:3]=1[O:27][CH2:31][C:32]1[CH:37]=[CH:36][C:35]([F:38])=[CH:34][C:33]=1[C:39]([F:41])([F:40])[F:42] |f:1.2|. Procedure: To a stirred solution of [4-(6-amino-5-hydroxy-pyridin-3-yl)-phenyl]-[(2R)-2-pyrrolidin-1-ylmethyl-pyrrolidin-1-yl]-methanone (100 mg, 0.27 mmol) in anhydrous DMF (15 mL) under a N2 atmosphere containing, at 0° C., sodium hydride (60% dispersion in mineral oil, 11 mg, 0.49 mmol) was added. The mixture was allowed to stir at 0° C. for 30 min. 1-(Bromomethyl)-4-fluoro-2-(trifluoromethyl)benzene (0.046 mL, 0.27 mmol) was added. The mixture was stirred at room temperature for 2 hr. The reaction was ... Reactants: OC1=C(C(=O)O)C=CC(=C1)N.FC1=C(C=CC(=C1)F)C1=CC=C(C(C(=O)O)=C1)O.C(#N)C(C(=O)O)=CC1=CC(=CC=C1)O (2-hydroxy-4-aminobenzoic acid 5-(2,4-difluorophenyl)-salicyclic acid α-cyano-3-hydroxycinnamic acid), C(C)(=O)OC1=C(C(=O)O)C=CC=C1.FC1=C(C=CC(=C1)F)C1=CC=C(C(C(=O)O)=C1)O.C(#N)C(C(=O)O)=CC1=CC(=CC=C1)O (2-acetoxybenzoic acid 5-(2,4-difluorophenyl)salicyclic acid α-cyano-3-hydroxycinnamic acid). Yields the product OC1=C(C(=O)O)C=CC(=C1)N.C(C)(=O)OC1=C(C(=O)O)C=CC=C1.C(#N)C(C(=O)O)=CC1=CC(=CC=C1)O (2-hydroxy-4-aminobenzoic acid 2-acetoxybenzoic acid α-cyano-3-hydroxycinnamic acid). RXN SMILES: [OH:1][C:2]1[CH:10]=[C:9]([NH2:11])[CH:8]=[CH:7][C:3]=1[C:4]([OH:6])=[O:5].FC1C=C(F)C=CC=1C1C=C(C(O)=O)C(O)=CC=1.[C:30]([C:32](=[CH:36][C:37]1[CH:42]=[CH:41][CH:40]=[C:39]([OH:43])[CH:38]=1)[C:33]([OH:35])=[O:34])#[N:31].[C:44]([O:47][C:48]1[CH:56]=[CH:55][CH:54]=[CH:53][C:49]=1[C:50]([OH:52])=[O:51])(=[O:46])[CH3:45].FC1C=C(F)C=CC=1C1C=C(C(O)=O)C(O)=CC=1.C(C(=CC1C=CC=C(O)C=1)C(O)=O)#N>>[OH:1][C:2]1[CH:10]=[C:9]([NH2:11])[CH:8]=[CH:7][C:3]=1[C:4]([OH:6])=[O:5].[C:44]([O:47][C:48]1[CH:56]=[CH:55][CH:54]=[CH:53][C:49]=1[C:50]([OH:52])=[O:51])(=[O:46])[CH3:45].[C:30]([C:32](=[CH:36][C:37]1[CH:42]=[CH:41][CH:40]=[C:39]([OH:43])[CH:38]=1)[C:33]([OH:35])=[O:34])#[N:31] |f:0.1.2,3.4.5,6.7.8|. Reported procedure: 2-hydroxy-4-aminobenzoic acid/5-(2,4-difluorophenyl)-salicyclic acid/α-cyano-3-hydroxycinnamic acid and 2-acetoxybenzoic acid/5-(2,4-difluorophenyl)salicyclic acid/α-cyano-3-hydroxycinnamic acid. Starting materials: solution, Cl (hydrochloric acid), ClC1=CC=C(C=C1)C=1N=C2N(C=C(C=C2)C2=C(C=CC=C2)CO)C1 ({2-[2-(4-Chlorophenyl)imidazo[1,2-a]pyridin-6-yl]phenyl}methanol). Solvent: CC(C)O (2-propanol), C(C)O (ethanol). The product is Cl.ClC1=CC=C(C=C1)C=1N=C2N(C=C(C=C2)C2=C(C=CC=C2)CO)C1 ({2-[2-(4-Chlorophenyl)imidazo[1,2-a]pyridin-6-yl]phenyl}methanol hydrochloride). Isolated yield 76.7%. As a reaction SMILES: [Cl:1][C:2]1[CH:7]=[CH:6][C:5]([C:8]2[N:9]=[C:10]3[CH:15]=[CH:14][C:13]([C:16]4[CH:21]=[CH:20][CH:19]=[CH:18][C:17]=4[CH2:22][OH:23])=[CH:12][N:11]3[CH:24]=2)=[CH:4][CH:3]=1.Cl>C(O)C.CC(O)C>[ClH:1].[Cl:1][C:2]1[CH:3]=[CH:4][C:5]([C:8]2[N:9]=[C:10]3[CH:15]=[CH:14][C:13]([C:16]4[CH:21]=[CH:20][CH:19]=[CH:18][C:17]=4[CH2:22][OH:23])=[CH:12][N:11]3[CH:24]=2)=[CH:6][CH:7]=1 |f:4.5|. Procedure: 40 mg of {2-[2-(4-Chlorophenyl)imidazo[1,2-a]pyridin-6-yl]phenyl}methanol are suspended in 1.5 ml of ethanol; 1.79 ml of a 0.1N solution of hydrochloric acid in 2-propanol are added thereto, dropwise and with stirring, and the mixture is stirred at ambient temperature for 30 minutes. The reaction mixture is then concentrated under reduced pressure. The residue solid is taken up with ethanol and the precipitate is recovered by filtration, washed with ethanol and then with diethyl ether and filter... The reactants are [BH4-].[Na+] (sodium borohydride), C(=O)C=1C=C(C=CC1)C1=C(C=C(C=C1C)O[C@H]1[C@H](COC1)CC(=O)[O-])C ((3S,4S)-4-((3′-formyl-2,6-dimethylbiphenyl-4-yl)oxy)tetrahydrofuran-3-ylacetate), CO (methanol), CC(=O)C (acetone). Conditions: temperature 0 celsius, time 30 minute. Product: C(C)(=O)O[C@H]1COC[C@@H]1OC1=CC(=C(C(=C1)C)C1=CC(=CC=C1)CO)C ((3S,4S)-4-((3′-(hydroxymethyl)-2,6-dimethylbiphenyl-4-yl)oxy)tetrahydrofuran-3-yl acetate). Isolated yield 70.9%. As a reaction SMILES: [CH:1]([C:3]1[CH:4]=[C:5]([C:9]2[C:14]([CH3:15])=[CH:13][C:12]([O:16][C@@H:17]3[CH2:21][O:20][CH2:19][C@@H:18]3CC([O-])=O)=[CH:11][C:10]=2[CH3:26])[CH:6]=[CH:7][CH:8]=1)=[O:2].[BH4-].[Na+].C[C:30]([CH3:32])=[O:31].C[OH:34]>>[C:30]([O:34][C@@H:18]1[C@@H:17]([O:16][C:12]2[CH:13]=[C:14]([CH3:15])[C:9]([C:5]3[CH:6]=[CH:7][CH:8]=[C:3]([CH2:1][OH:2])[CH:4]=3)=[C:10]([CH3:26])[CH:11]=2)[CH2:21][O:20][CH2:19]1)(=[O:31])[CH3:32] |f:1.2|. Procedure: (3R,4R)-4-((3′-Formyl-2,6-dimethylbiphenyl-4-yl)oxy)tetrahydrofuran-3-yl acetate 13c (280 mg, 0.79 mmol) was dissolved in 5 mL of methanol. The reaction mixture was cooled down to 0° C., followed by addition of sodium borohydride (45 mg, 1.20 mmol), then warmed up to room temperature and stirred for 30 minutes. The resulting mixture was mixed with 5 mL of acetone, and concentrated under reduced pressure. The residue was mixed with 10 mL of water, separated, and the aqueous phase was extracted wi... Product: ClC=1C=C2C(=C3C=CNC13)CN(C([C@@H](C2)CC(=O)N2CCC(CC2)C2=CC1=C(NC2=O)C=CS1)=O)CC(C)(C)C ((S)-6-(1-(2-(7-chloro-2-neopentyl-3-oxo-1,2,3,4,5,8-hexahydroazepino [3,4-e]indol-4-yl)acetyl)piperidin-4-yl)thieno[3,2-b]pyridin-5(4H)-one). Isolated yield 57.7%. Starting materials: ClC1=CC2=C(C=3C=NNC13)CN(C([C@@H](C2)CC(=O)O)=O)CC(C)(C)C ((S)-2-(4-chloro-9-neopentyl-8-oxo-3,6,7,8,9,10-hexahydroazepino [3,4-e]indazol-7-yl)acetic acid), N1CCC(CC1)C1=CC2=C(NC1=O)C=CS2 (6-(piperidin-4-yl)thieno[3,2-b]pyridin-5(4H)-one), C=1C=CC2=C(C1)N=NN2O (HOBT), C(CCl)Cl (EDC), CCN(C(C)C)C(C)C (DIEA). Procedure details: To a solution of (S)-2-(4-chloro-9-neopentyl-8-oxo-3,6,7,8,9,10-hexahydroazepino [3,4-e]indazol-7-yl)acetic acid (123 mg, 0.338 mmol), 6-(piperidin-4-yl)thieno[3,2-b]pyridin-5(4H)-one (79 mg, 0.338 mmol), HOBT (56.9 mg, 0.372 mmol), EDC (71.3 mg, 0.372 mmol) in DMF (5 mL) was added DIEA (0.295 mL, 1.690 mmol) at rt, and the mixture was stirred over night. Partial of the solvent was removed under N2 at 60° C., and the residue was purified on reverse phase PrepHPLC to afford the expected product, ... Solvent: CN(C)C=O (DMF). RXN SMILES: [Cl:1][C:2]1[C:10]2[NH:9]N=C[C:6]=2[C:5]2[CH2:11][N:12]([CH2:21][C:22]([CH3:25])([CH3:24])[CH3:23])[C:13](=[O:20])[C@H:14]([CH2:16][C:17]([OH:19])=O)[CH2:15][C:4]=2[CH:3]=1.[NH:26]1[CH2:31][CH2:30][CH:29]([C:32]2[C:37](=[O:38])[NH:36][C:35]3[CH:39]=[CH:40][S:41][C:34]=3[CH:33]=2)[CH2:28][CH2:27]1.[CH:42]1C=CC2N(O)N=NC=2[CH:47]=1.C(Cl)CCl.CCN(C(C)C)C(C)C>CN(C=O)C>[Cl:1][C:2]1[CH:3]=[C:4]2[CH2:15][C@@H:14]([CH2:16][C:17]([N:26]3[CH2:27][CH2:28][CH:29]([C:32]4[C:37](=[O:38])[NH:36][C:35]5[CH:39]=[CH:40][S:41][C:34]=5[CH:33]=4)[CH2:30][CH2:31]3)=[O:19])[C:13](=[O:20])[N:12]([CH2:21][C:22]([CH3:25])([CH3:23])[CH3:24])[CH2:11][C:5]2=[C:6]2[C:10]=1[NH:9][CH:47]=[CH:42]2. The reactants are ClC1=C(C=CC=C1)NC(NC=1C=CC(=NC1)C1=CC=C2CN(C(C2=C1)=O)[C@H](C(=O)O)C(C)C)=O ((S)-2-(6-(5-(3-(2-Chlorophenyl)ureido)pyridin-2-yl)-1-oxoisoindolin-2-yl)-3-methylbutanoic acid), C1CCC2=CC(=CC=C12)NC(NC1=C(C=C(C=C1)C1=CC=C2CN(C(C2=C1)=O)[C@H](C(=O)OC)C(C)C)F)=O ((S)-Methyl 2-(6-(4-(3-(2,3-dihydro-1H-inden-5-yl)ureido)-3-fluorophenyl)-1-oxoisoindolin-2-yl)-3-methylbutanoate). The product is C1CCC2=CC(=CC=C12)NC(NC1=C(C=C(C=C1)C1=CC=C2CN(C(C2=C1)=O)[C@H](C(=O)O)C(C)C)F)=O ((S)-2-(6-(4-(3-(2,3-Dihydro-1H-inden-5-yl)ureido)-3-fluorophenyl)-1-oxoisoindolin-2-yl)-3-methylbutanoic acid). Isolated yield 82.0%. As a reaction SMILES: ClC1C=CC=CC=1NC(=O)NC1C=CC(C2C=C3C(CN([C@@H](C(C)C)C(O)=O)C3=O)=CC=2)=NC=1.[CH2:35]1[C:43]2[C:38](=[CH:39][C:40]([NH:44][C:45](=[O:72])[NH:46][C:47]3[CH:52]=[CH:51][C:50]([C:53]4[CH:61]=[C:60]5[C:56]([CH2:57][N:58]([C@@H:63]([CH:68]([CH3:70])[CH3:69])[C:64]([O:66]C)=[O:65])[C:59]5=[O:62])=[CH:55][CH:54]=4)=[CH:49][C:48]=3[F:71])=[CH:41][CH:42]=2)[CH2:37][CH2:36]1>>[CH2:35]1[C:43]2[C:38](=[CH:39][C:40]([NH:44][C:45](=[O:72])[NH:46][C:47]3[CH:52]=[CH:51][C:50]([C:53]4[CH:61]=[C:60]5[C:56]([CH2:57][N:58]([C@@H:63]([CH:68]([CH3:69])[CH3:70])[C:64]([OH:66])=[O:65])[C:59]5=[O:62])=[CH:55][CH:54]=4)=[CH:49][C:48]=3[F:71])=[CH:41][CH:42]=2)[CH2:37][CH2:36]1. Reported procedure: The compound of example 438 was prepared analogous to the compound of example 394 by hydrolysis of the compound of example 437. Reactants: Cc1c(CO)[nH]c2c(C(F)(F)F)cccc12, ClCCl. Yields the product Cc1c(C=O)[nH]c2c(C(F)(F)F)cccc12. Reaction SMILES: [CH3:1][c:2]1[c:3]([CH2:15][OH:16])[nH:4][c:5]2[c:6]([C:11]([F:12])([F:13])[F:14])[cH:7][cH:8][cH:9][c:10]12.[Cl:17][CH2:18][Cl:19]>>[CH3:1][c:2]1[c:3]([CH:15]=[O:16])[nH:4][c:5]2[c:6]([C:11]([F:12])([F:13])[F:14])[cH:7][cH:8][cH:9][c:10]12. The product is ClC1=CC=C(C(=N1)NCC)C(C1=CC(=CC=C1)Cl)=O (6-chloro-3-(3-chlorobenzoyl)-2-ethylaminopyridine). Reported procedure: To a THF solution of 2,6-dichloro-3-(3-chlorobenzoyl)pyridine was added a 70% ethylamine aqueous solution, followed by reaction at room temperature. Thereafter, the reaction mixture was worked up and purified in a usual manner to obtain 6-chloro-3-(3-chlorobenzoyl)-2-ethylaminopyridine. NMR1: 8.95 (1H, brs), 6.48 (1H, d, J=7.8 Hz), 1.31 (3H, t, J=7.1 Hz). Solvent: C1CCOC1 (THF). Reactants: ClC1=NC(=CC=C1C(C1=CC(=CC=C1)Cl)=O)Cl (2,6-dichloro-3-(3-chlorobenzoyl)pyridine), C(C)N (ethylamine). As a reaction SMILES: Cl[C:2]1[C:7]([C:8](=[O:16])[C:9]2[CH:14]=[CH:13][CH:12]=[C:11]([Cl:15])[CH:10]=2)=[CH:6][CH:5]=[C:4]([Cl:17])[N:3]=1.[CH2:18]([NH2:20])[CH3:19]>C1COCC1>[Cl:17][C:4]1[N:3]=[C:2]([NH:20][CH2:18][CH3:19])[C:7]([C:8](=[O:16])[C:9]2[CH:14]=[CH:13][CH:12]=[C:11]([Cl:15])[CH:10]=2)=[CH:6][CH:5]=1.